describe an organic reaction: reactants, conditions, products, and yield From a dataset of the Open Reaction Database (ORD), a public repository of structured organic reaction records. The reactants are ClC1=NC=C(C(=O)NC2=CC(=C(C=C2)Cl)C2=NC=CC=C2)C=C1 (6-chloro-N-(4-chloro-3-(pyridin-2-yl)phenyl)nicotinamide), C(C)N1CCNCC1 (1-ethylpiperazine). The solvent is C(CCC)O (BuOH). The product is ClC1=C(C=C(C=C1)NC(C1=CN=C(C=C1)N1CCN(CC1)CC)=O)C1=NC=CC=C1 (N-(4-chloro-3-(pyridin-2-yl)phenyl)-6-(4-ethylpiperazin-1-yl)nicotinamide). Reaction SMILES: Cl[C:2]1[CH:23]=[CH:22][C:5]([C:6]([NH:8][C:9]2[CH:14]=[CH:13][C:12]([Cl:15])=[C:11]([C:16]3[CH:21]=[CH:20][CH:19]=[CH:18][N:17]=3)[CH:10]=2)=[O:7])=[CH:4][N:3]=1.[CH2:24]([N:26]1[CH2:31][CH2:30][NH:29][CH2:28][CH2:27]1)[CH3:25]>C(O)CCC>[Cl:15][C:12]1[CH:13]=[CH:14][C:9]([NH:8][C:6](=[O:7])[C:5]2[CH:22]=[CH:23][C:2]([N:29]3[CH2:30][CH2:31][N:26]([CH2:24][CH3:25])[CH2:27][CH2:28]3)=[N:3][CH:4]=2)=[CH:10][C:11]=1[C:16]1[CH:21]=[CH:20][CH:19]=[CH:18][N:17]=1. Procedure details: Procedure F was performed using 50 mg of 6-chloro-N-(4-chloro-3-(pyridin-2-yl)phenyl)nicotinamide and 93 μL of 1-ethylpiperazine in 0.5 mL of BuOH. Purified by reverse phase HPLC to yield N-(4-chloro-3-(pyridin-2-yl)phenyl)-6-(4-ethylpiperazin-1-yl)nicotinamide. Starting materials: [BH3-]C#N, CCC(=O)CC, CC(=O)O, CO, Cc1ccc(N)cc1C, [Na+]. Product: CCC(CC)Nc1ccc(C)c(C)c1. As a reaction SMILES: [C:16]([BH3-:17])#[N:18].[CH2:10]([CH3:11])[C:12](=[O:13])[CH2:14][CH3:15].[CH3:20][C:21](=[O:22])[OH:23].[CH3:24][OH:25].[NH2:1][c:2]1[cH:3][c:4]([CH3:9])[c:5]([CH3:8])[cH:6][cH:7]1.[Na+:19]>>[NH:1]([c:2]1[cH:3][c:4]([CH3:9])[c:5]([CH3:8])[cH:6][cH:7]1)[CH:12]([CH2:10][CH3:11])[CH2:14][CH3:15]. Starting materials: [Br-], [Li]CCCC, Cc1cccnc1C(=O)NC(C)(C)C, CCOC(C)=O, ClCc1cccc(Cl)c1, [Na+], C1CCOC1, O. Product: CC(C)(C)NC(=O)c1ncccc1CCc1cccc(Cl)c1. Reaction SMILES: [Br-:21].[CH2:15]([Li:16])[CH2:17][CH2:18][CH3:19].[CH3:1][C:2]([CH3:3])([CH3:4])[NH:5][C:6](=[O:7])[c:8]1[n:9][cH:10][cH:11][cH:12][c:13]1[CH3:14].[CH3:36][CH2:37][O:38][C:39](=[O:40])[CH3:41].[Cl:22][c:23]1[cH:24][c:25]([CH2:26][Cl:27])[cH:28][cH:29][cH:30]1.[Na+:20].[O:31]1[CH2:32][CH2:33][CH2:34][CH2:35]1.[OH2:42]>>[CH3:1][C:2]([CH3:3])([CH3:4])[NH:5][C:6](=[O:7])[c:8]1[n:9][cH:10][cH:11][cH:12][c:13]1[CH2:14][CH2:26][c:25]1[cH:24][c:23]([Cl:22])[cH:30][cH:29][cH:28]1. Reactants: OCc1ccco1, COCCOC, O=S(=O)(Nc1nc(Cl)cnc1Br)c1ccc(Cl)s1, [H-], [Na+], O=C(O)CC(O)(CC(=O)O)C(=O)O. Product: O=S(=O)(Nc1nc(Cl)cnc1OCc1ccco1)c1ccc(Cl)s1. As a reaction SMILES: [CH2:3]([c:4]1[cH:5][cH:6][cH:7][o:8]1)[OH:9].[CH3:41][O:42][CH2:43][CH2:44][O:45][CH3:46].[Cl:10][c:11]1[cH:12][cH:13][c:14]([S:16](=[O:17])(=[O:18])[NH:19][c:20]2[n:21][c:22]([Cl:27])[cH:23][n:24][c:25]2[Br:26])[s:15]1.[H-:1].[Na+:2].[OH:28][C:29]([CH2:30][C:31]([C:32](=[O:33])[OH:34])([CH2:35][C:36](=[O:37])[OH:38])[OH:39])=[O:40]>>[CH2:3]([c:4]1[cH:5][cH:6][cH:7][o:8]1)[O:9][c:25]1[c:20]([NH:19][S:16]([c:14]2[cH:13][cH:12][c:11]([Cl:10])[s:15]2)(=[O:17])=[O:18])[n:21][c:22]([Cl:27])[cH:23][n:24]1. Product: CC1=C(CC(=O)O)c2cc(F)ccc2C1=Cc1ccc(S(C)=O)cc1, [Ca]. The reactants are CC1=C(CC(=O)O)c2cc(F)ccc2C1=Cc1ccc(S(C)=O)cc1, CCO, [Ca+2], [OH-], [OH-]. RXN SMILES: [CH3:1][C:2]1=[C:3]([CH2:4][C:5]([OH:6])=[O:7])[c:8]2[cH:9][c:10]([F:11])[cH:12][cH:13][c:14]2[C:15]1=[CH:16][c:17]1[cH:18][cH:19][c:20]([S:23]([CH3:24])=[O:25])[cH:21][cH:22]1.[CH3:29][CH2:30][OH:31].[Ca+2:27].[OH-:26].[OH-:28]>>[CH3:1][C:2]1=[C:3]([CH2:4][C:5](=[O:6])[OH:7])[c:8]2[cH:9][c:10]([F:11])[cH:12][cH:13][c:14]2[C:15]1=[CH:16][c:17]1[cH:18][cH:19][c:20]([S:23]([CH3:24])=[O:25])[cH:21][cH:22]1.[Ca:27]. Reactants: C(C1=CC=CC=C1)OC(=O)NCC1(CN(CCC1)C(=O)OCC[Si](C)(C)C)C(=O)O (3-((((benzyloxy)carbonyl)amino)methyl)-1-((2-(trimethylsilyl)ethoxy)carbonyl)piperidine-3-carboxylic acid), ClCCCl (DCE), CCN(C(C)C)C(C)C (DIEA), C1(=CC=CC=C1)N (Phenylamine). Solvent: C(Cl)Cl (DCM). Run at time 15 minute. Yields the product C(C1=CC=CC=C1)OC(=O)NCC1(CN(CCC1)C(=O)OCC[Si](C)(C)C)C(NC1=CC=CC=C1)=O (2-(trimethylsilyl)ethyl 3-((((benzyloxy)carbonyl)amino)methyl)-3-(phenylcarbamoyl)piperidine-1-carboxylate). Isolated yield 90.1%. Reaction SMILES: [CH2:1]([O:8][C:9]([NH:11][CH2:12][C:13]1([C:28]([OH:30])=O)[CH2:18][CH2:17][CH2:16][N:15]([C:19]([O:21][CH2:22][CH2:23][Si:24]([CH3:27])([CH3:26])[CH3:25])=[O:20])[CH2:14]1)=[O:10])[C:2]1[CH:7]=[CH:6][CH:5]=[CH:4][CH:3]=1.ClCCCl.CCN(C(C)C)C(C)C.[C:44]1([NH2:50])[CH:49]=[CH:48][CH:47]=[CH:46][CH:45]=1>C(Cl)Cl>[CH2:1]([O:8][C:9]([NH:11][CH2:12][C:13]1([C:28](=[O:30])[NH:50][C:44]2[CH:49]=[CH:48][CH:47]=[CH:46][CH:45]=2)[CH2:18][CH2:17][CH2:16][N:15]([C:19]([O:21][CH2:22][CH2:23][Si:24]([CH3:26])([CH3:27])[CH3:25])=[O:20])[CH2:14]1)=[O:10])[C:2]1[CH:7]=[CH:6][CH:5]=[CH:4][CH:3]=1. Reported procedure: To a solution of 3-((((benzyloxy)carbonyl)amino)methyl)-1-((2-(trimethylsilyl)ethoxy)carbonyl)piperidine-3-carboxylic acid (2462.00 mg; 5.64 mmol; 1.00 eq.) in DCE (4.0 ml) bis(2-oxo-1,3-oxazolidin-3-yl)phosphinic chloride (1435.59 mg; 5.64 mmol; 1.00 eq.) was added. After stirring for 15 mins at RT, DIEA (1.52 ml; 8.46 mmol; 1.50 eq.) and Phenylamine (525.18 mg; 5.64 mmol; 1.00 eq.) were added. The reaction mixture was stirred overnight at RT. The reaction mixture was added 50 ml of DCM, washed... Starting materials: COC(=O)C1=NC=C(C=C1)OCCOC (5-(2-methoxy-ethoxy)-pyridine-2-carboxylic acid methyl ester), [OH-].[Na+] (NaOH). Solvent: C1CCOC1 (THF). Conditions: time 2.5 hour. The product is COCCOC=1C=CC(=NC1)C(=O)O (5-(2-Methoxy-ethoxy)-pyridine-2-carboxylic acid). RXN SMILES: C[O:2][C:3]([C:5]1[CH:10]=[CH:9][C:8]([O:11][CH2:12][CH2:13][O:14][CH3:15])=[CH:7][N:6]=1)=[O:4].[OH-].[Na+]>C1COCC1>[CH3:15][O:14][CH2:13][CH2:12][O:11][C:8]1[CH:9]=[CH:10][C:5]([C:3]([OH:4])=[O:2])=[N:6][CH:7]=1 |f:1.2|. Procedure details: To a solution of 5-(2-methoxy-ethoxy)-pyridine-2-carboxylic acid methyl ester (390 mg, 0.489 mmol) in THF (3 ml) was added 1M aqueous NaOH (0.538 ml). The reaction mixture was stirred at room temperature for 2.5 h, concentrated, the residue was dissolved in EtOAc and washed twice with water. The aqueous layers were acidified with 1M aqueous HCl (0.538 ml) and the title compound was isolated by lyophilisation. Starting materials: C(C)OC(CNC1=C(C=C(C(=C1)F)C)[N+](=O)[O-])=O (N-(5-fluoro-4-methyl-2-nitrophenyl)glycine ethyl ester), N1C=NC=C1 (imidazole). Solvent: N1=CC=CC=C1 (pyridine). Yields the product C(C)OC(CNC1=C(C=C(C(=C1)N1C=NC=C1)C)[N+](=O)[O-])=O (N-[5-(1H-imidazol-1-yl)-4-methyl-2-nitrophenyl]glycine ethyl ester). Yield: 39.6%. Reaction SMILES: [CH2:1]([O:3][C:4](=[O:18])[CH2:5][NH:6][C:7]1[CH:12]=[C:11](F)[C:10]([CH3:14])=[CH:9][C:8]=1[N+:15]([O-:17])=[O:16])[CH3:2].[NH:19]1[CH:23]=[CH:22][N:21]=[CH:20]1>N1C=CC=CC=1>[CH2:1]([O:3][C:4](=[O:18])[CH2:5][NH:6][C:7]1[CH:12]=[C:11]([N:19]2[CH:23]=[CH:22][N:21]=[CH:20]2)[C:10]([CH3:14])=[CH:9][C:8]=1[N+:15]([O-:17])=[O:16])[CH3:2]. Procedure details: By using 1.00 g of N-(5-fluoro-4-methyl-2-nitrophenyl)glycine ethyl ester, 266 mg of imidazole and 10 ml of pyridine, 470 mg (39%) of N-[5-(1H-imidazol-1-yl)-4-methyl-2-nitrophenyl]glycine ethyl ester was obtained.